From a dataset of the Open Reaction Database (ORD), a public repository of structured organic reaction records. describe an organic reaction: reactants, conditions, products, and yield Reactants: CO, CCCSc1c(C(=O)NC2CCCCC2)cnn1-c1ccc(CC(=O)OC)cc1, [Na+], [OH-]. Product: CCCSc1c(C(=O)NC2CCCCC2)cnn1-c1ccc(CC(=O)O)cc1. Reaction SMILES: [CH3:32][OH:33].[CH:1]1([NH:7][C:8](=[O:9])[c:10]2[cH:11][n:12][n:13](-[c:19]3[cH:20][cH:21][c:22]([CH2:25][C:26](=[O:27])[O:28][CH3:29])[cH:23][cH:24]3)[c:14]2[S:15][CH2:16][CH2:17][CH3:18])[CH2:2][CH2:3][CH2:4][CH2:5][CH2:6]1.[Na+:31].[OH-:30]>>[CH:1]1([NH:7][C:8](=[O:9])[c:10]2[cH:11][n:12][n:13](-[c:19]3[cH:20][cH:21][c:22]([CH2:25][C:26](=[O:27])[OH:28])[cH:23][cH:24]3)[c:14]2[S:15][CH2:16][CH2:17][CH3:18])[CH2:2][CH2:3][CH2:4][CH2:5][CH2:6]1. The reactants are C([O-])([O-])=O.[Na+].[Na+] (sodium carbonate), S(=O)(Cl)Cl (thionyl chloride), OC1=NC=C(C=C1)C(F)(F)F (2-hydroxy-5-trifluoromethylpyridine). The solvent is CN(C=O)C (dimethylformamide), O (water). Conditions: temperature 60 celsius. Product: OC1=NC=C(C=C1)C(F)(F)F (2-hydroxy-5-trifluoromethylpyridine), ClC1=NC=C(C=C1)C(F)(F)F (2-chloro-5-trifluoromethylpyridine). Reaction SMILES: S(Cl)([Cl:3])=O.[OH:5][C:6]1[CH:11]=[CH:10][C:9]([C:12]([F:15])([F:14])[F:13])=[CH:8][N:7]=1.C(=O)([O-])[O-].[Na+].[Na+]>CN(C)C=O.O>[OH:5][C:6]1[CH:11]=[CH:10][C:9]([C:12]([F:14])([F:13])[F:15])=[CH:8][N:7]=1.[Cl:3][C:6]1[CH:11]=[CH:10][C:9]([C:12]([F:15])([F:14])[F:13])=[CH:8][N:7]=1 |f:2.3.4|. Procedure details: 30 g of thionyl chloride was added to 12 g of 2-hydroxy-5-trifluoromethylpyridine dissolved in 20 g of dimethylformamide. The 2-hydroxy-5-trifluoromethylpyridine was prepared as disclosed in Examples 4 and 5 of applicant's copending application earlier referred to and incorporated herein by reference. The solution was then heated to 60° C. for 24 hours, cooled to 20° C. and diluted with 200 cc of water and the pH adjusted to 5.5 with sodium carbonate. The acid solution was extracted three times ... The reactants are C(C)(=O)O (Acetic acid), [OH-].[K+] (potassium hydroxide), ClC=1C=CC2=C(C(=NC(C(N2)=O)C(=O)O)C2=CC=CC=C2)C1 (7-chloro-2,3-dihydro-2-oxo-5-phenyl-1H-1,4-benzodiazepine-3-carboxylic acid), [K] (monopotassium). The solvent is O (water). The product is ClC=1C=CC2=C(C(=NCC(N2)=O)C2=CC=CC=C2)C1 (7-Chloro-5-phenyl-2-oxo-2,3-dihydro-1H-benzo[f]-1,4-diazepine). The yield is 80.0%. As a reaction SMILES: C(O)(=O)C.[Cl:5][C:6]1[CH:7]=[CH:8][C:9]2[NH:15][C:14](=[O:16])[CH:13](C(O)=O)[N:12]=[C:11]([C:20]3[CH:25]=[CH:24][CH:23]=[CH:22][CH:21]=3)[C:10]=2[CH:26]=1.[K].[OH-].[K+]>O>[Cl:5][C:6]1[CH:7]=[CH:8][C:9]2[NH:15][C:14](=[O:16])[CH2:13][N:12]=[C:11]([C:20]3[CH:25]=[CH:24][CH:23]=[CH:22][CH:21]=3)[C:10]=2[CH:26]=1 |f:3.4,^1:26|. Reported procedure: Acetic acid is added to a solution of 0.409 g. (0.001 moles) of 7-chloro-2,3-dihydro-2-oxo-5-phenyl-1H-1,4-benzodiazepine-3-carboxylic acid, monopotassium salt, potassium hydroxide (4306 CB) in 4 ml. of distilled water to adjust the solution to pH 4. The solution is heated on a water bath for 15 minutes; a solid precipitates which is separated, washed with water and dried; weight 0.216 g; m.p. 214°-216°C; yield 80%. This product is identical with the product obtained in Example 14. The reactants are C(C)(=O)[O-].[Na+] (sodium acetate), [H][H] (hydrogen), CC(=O)C (acetone), Br.NC1C(C2=CC=C(C(=C2CC1)O)O)=O (3,4-dihydro-2-amino-5,6-dihydroxy-1(2H)-naphthalenone hydrobromide). The reagents and catalysts are [Pt](=O)=O (platinum dioxide). Solvent: C(C)O (ethanol). Product: Br.OC1C(CCC2=C(C(=CC=C12)O)O)NC(C)C (1,5,6-trihydroxy-2-isopropylamino-1,2,3,4-tetrahydronaphthalene hydrobromide). RXN SMILES: [CH3:1][C:2]([CH3:4])=O.[BrH:5].[NH2:6][CH:7]1[CH2:16][CH2:15][C:14]2[C:9](=[CH:10][CH:11]=[C:12]([OH:18])[C:13]=2[OH:17])[C:8]1=[O:19].C([O-])(=O)C.[Na+].[H][H]>[Pt](=O)=O.C(O)C>[BrH:5].[OH:19][CH:8]1[C:9]2[C:14](=[C:13]([OH:17])[C:12]([OH:18])=[CH:11][CH:10]=2)[CH2:15][CH2:16][CH:7]1[NH:6][CH:2]([CH3:4])[CH3:1] |f:1.2,3.4,8.9|. Reported procedure: In a mixture of 1 volume part of acetone and 10 volume parts of ethanol, there is dissolved 0.100 part of 3,4-dihydro-2-amino-5,6-dihydroxy-1(2H)-naphthalenone hydrobromide and with the addition of 0.0115 part of platinum dioxide and 0.038 part of anhydrous sodium acetate, catalytic reduction is carried out in a current of hydrogen gas. After a substantially stoichiometric amount of hydrogen gas has been absorbed, 0.4 volume part of a 48 % aqueous solution of hydrogen bromide is added. The mixtu... Starting materials: C[C@@H]1CC[C@@]2([C@H]([C@H]3[C@@H](O2)C[C@@H]4[C@@]3(CC[C@H]5[C@H]4CC=C6[C@@]5(CC[C@@H](C6)O)C)C)C)OC1 (diosgenin), C(CCCCCCC)(=O)O (n-Octanoic acid), C(C)(=O)OC(C)=O (acetic anhydride). The product is CC1=C(O[C@@H]2[C@H]1[C@]3(CC[C@H]4[C@H]([C@@H]3C2)CC=C5[C@@]4(CC[C@@H](C5)O)C)C)CC[C@@H](C)CO (pseudodiosgenin). Isolated yield 87.0%. RXN SMILES: [CH3:1][C@H:2]1[CH2:30][O:29][C@@:5]2([O:9][C@H:8]3[CH2:10][C@H:11]4[C@@H:16]5[CH2:17][CH:18]=[C:19]6[CH2:24][C@@H:23]([OH:25])[CH2:22][CH2:21][C@:20]6([CH3:26])[C@H:15]5[CH2:14][CH2:13][C@:12]4([CH3:27])[C@H:7]3[C@@H:6]2[CH3:28])[CH2:4][CH2:3]1.C(O)(=O)CCCCCCC.C(OC(=O)C)(=O)C>>[CH3:28][C:6]1[C@@H:7]2[C@:12]3([CH3:27])[C@@H:11]([CH2:10][C@@H:8]2[O:9][C:5]=1[CH2:4][CH2:3][C@H:2]([CH2:30][OH:29])[CH3:1])[C@@H:16]1[CH2:17][CH:18]=[C:19]2[CH2:24][C@@H:23]([OH:25])[CH2:22][CH2:21][C@:20]2([CH3:26])[C@H:15]1[CH2:14][CH2:13]3. Reported procedure: In a study of the degradation of a number of sapogenins at the Glaxo Laboratorties in UK, good results were obtained by heating diosgenin in refluxing n-Octanoic acid (bp 237° C.) containing acetic anhydride, distilling off the low boiling fraction until the temperature reached 270° C. and refluxing for 2 hours followed by saponifications resulting in the production of pseudodiosgenin in a yield of 87% (Ref:Cameroon AFB, Evans RM, Hamlet JC, Hunt JS, Jones PG and Long AG, J Chem Soc, 2807 1955.) The reactants are CN(C(=O)Cl)C (N,N-Dimethylcarbamoyl chloride), [Cl-].[Al+3].[Cl-].[Cl-] (aluminum chloride), NC1=NOC(=C1)C(C)(C)C (3-amino-5-t-butylisoxazole). The solvent is C1(=CC=CC=C1)C (toluene), O (water), C1(=CC=CC=C1)C (toluene). Run at time 30 minute. Yields the product CN(C(=O)NC1=NOC(=C1)C(C)(C)C)C (1,1-dimethyl-3-(5-t-butyl-3-isoxazolyl)urea). Yield: 99.0%. RXN SMILES: [CH3:1][N:2]([CH3:6])[C:3](Cl)=[O:4].[Cl-].[Al+3].[Cl-].[Cl-].[NH2:11][C:12]1[CH:16]=[C:15]([C:17]([CH3:20])([CH3:19])[CH3:18])[O:14][N:13]=1>C1(C)C=CC=CC=1.O>[CH3:1][N:2]([CH3:6])[C:3]([NH:11][C:12]1[CH:16]=[C:15]([C:17]([CH3:20])([CH3:19])[CH3:18])[O:14][N:13]=1)=[O:4] |f:1.2.3.4|. Procedure details: N,N-Dimethylcarbamoyl chloride (7.91 g) and aluminum chloride (9.80 g) are added to toluene (100 ml), and the mixture is stirred at room temperature for 30 minutes. To this mixture is added 3-amino-5-t-butylisoxazole (9.81 g), and the resulting mixture is refluxed for 6 hours with stirring. After cooling, the reaction mixture is mixed with water, stirred at room temperature and shaken with toluene. The organic layer is evaporated to remove the toluene, whereby 1,1-dimethyl-3-(5-t-butyl-3-isoxazo...